From a dataset of the Open Reaction Database (ORD), a public repository of structured organic reaction records. describe an organic reaction: reactants, conditions, products, and yield The reactants are CCCC=CCOc1nsnc1-c1cccnc1, CI, CC(C)=O. The product is CCCC=CCOc1nsnc1-c1ccc[n+](C)c1, [I-]. As a reaction SMILES: [CH2:3]([CH:4]=[CH:5][CH2:6][CH2:7][CH3:8])[O:9][c:10]1[c:11](-[c:15]2[cH:16][n:17][cH:18][cH:19][cH:20]2)[n:12][s:13][n:14]1.[CH3:1][I:2].[CH3:21][C:22](=[O:23])[CH3:24]>>[CH3:1][n+:17]1[cH:16][c:15](-[c:11]2[c:10]([O:9][CH2:3][CH:4]=[CH:5][CH2:6][CH2:7][CH3:8])[n:14][s:13][n:12]2)[cH:20][cH:19][cH:18]1.[I-:2]. Starting materials: COc1ccc(Br)cn1, [Li]CCCC, CCCCC, CCOCC, O=C1CCCCC1. The product is COc1ccc(C2(O)CCCCC2)cn1. Reaction SMILES: [Br:6][c:7]1[cH:8][cH:9][c:10]([O:13][CH3:14])[n:11][cH:12]1.[CH2:1]([Li:2])[CH2:3][CH2:4][CH3:5].[CH3:22][CH2:23][CH2:24][CH2:25][CH3:26].[CH3:27][CH2:28][O:29][CH2:30][CH3:31].[O:15]=[C:16]1[CH2:17][CH2:18][CH2:19][CH2:20][CH2:21]1>>[c:7]1([C:16]2([OH:15])[CH2:17][CH2:18][CH2:19][CH2:20][CH2:21]2)[cH:8][cH:9][c:10]([O:13][CH3:14])[n:11][cH:12]1. Starting materials: IC1=NNC2=C1N=CN=C2N (3-iodo-1H-pyrazolo[4,3-d]pyrimidin-7-amine), FC1=CC=C(C=C1)[N+](=O)[O-] (1-fluoro-4-nitrobenzene), CO[C@H]1[C@@H](C[C@@H]2CN3CCC4=C([C@H]3C[C@@H]2[C@@H]1C(=O)OC)NC5=C4C=CC(=C5)OC)OC(=O)C6=CC(=C(C(=C6)OC)OC)OC (Hypersil), IC1=NN(C2=C1N=CN=C2N)C2=CC(=C(C=C2)[N+](=O)[O-])OC (3-iodo-1-(3-methoxy-4-nitrophenyl)-1H-pyrazolo[4,3-d]pyrimidin-7-amine). Solvent: C(C)#N (acetonitrile). Yields the product IC1=NN(C2=C1N=CN=C2N)C2=CC=C(C=C2)[N+](=O)[O-] (3-Iodo-1-(4-nitrophenyl)-1H-pyrazolo[4,3-d]pyrimidin-7-amine). As a reaction SMILES: IC1C2N=CN=C(N)C=2NN=1.FC1C=CC([N+]([O-])=O)=CC=1.[I:22][C:23]1[C:27]2[N:28]=[CH:29][N:30]=[C:31]([NH2:32])[C:26]=2[N:25]([C:33]2[CH:38]=[CH:37][C:36]([N+:39]([O-:41])=[O:40])=[C:35](OC)[CH:34]=2)[N:24]=1.CO[C@@H]1[C@@H](C(OC)=O)[C@@H]2[C@@H](CN3[C@H](C2)C2NC4C=C(OC)C=CC=4C=2CC3)C[C@H]1OC(C1C=C(OC)C(OC)=C(OC)C=1)=O>C(#N)C>[I:22][C:23]1[C:27]2[N:28]=[CH:29][N:30]=[C:31]([NH2:32])[C:26]=2[N:25]([C:33]2[CH:34]=[CH:35][C:36]([N+:39]([O-:41])=[O:40])=[CH:37][CH:38]=2)[N:24]=1. Procedure details: The title compound was prepared from 3-iodo-1H-pyrazolo[4,3-d]pyrimidin-7-amine and 1-fluoro-4-nitrobenzene as described for the preparation of 3-iodo-1-(3-methoxy-4-nitrophenyl)-1H-pyrazolo[4,3-d]pyrimidin-7-amine 1H NMR (DMSO-d6, 400 MHz) δ 8.40-8.50 (m, 3H), 7.79 (d, 2H), 7.11 (bs, 2H); RP-HPLC (Hypersil HS C18, 5 μm, 100 A, 250×4.6 mm; 5%-100% acetonitrile-0.05 M ammonium acetate over 25 min, 1 mL/min) tr 15.98 min